From a dataset of the Open Reaction Database (ORD), a public repository of structured organic reaction records. describe an organic reaction: reactants, conditions, products, and yield Starting materials: C1CNCCN1, CO, CCOC(=O)c1c(CCl)nc2cc(OC)c(OC)cc2c1-c1ccc(OC)c(OC)c1. Yields the product CCOC(=O)c1c(CN2CCNCC2)nc2cc(OC)c(OC)cc2c1-c1ccc(OC)c(OC)c1. Reaction SMILES: [CH2:32]1[CH2:33][NH:34][CH2:35][CH2:36][NH:37]1.[CH3:38][OH:39].[Cl:1][CH2:2][c:3]1[n:4][c:5]2[cH:6][c:7]([O:30][CH3:31])[c:8]([O:28][CH3:29])[cH:9][c:10]2[c:11](-[c:18]2[cH:19][c:20]([O:26][CH3:27])[c:21]([O:24][CH3:25])[cH:22][cH:23]2)[c:12]1[C:13](=[O:14])[O:15][CH2:16][CH3:17]>>[CH2:2]([c:3]1[n:4][c:5]2[cH:6][c:7]([O:30][CH3:31])[c:8]([O:28][CH3:29])[cH:9][c:10]2[c:11](-[c:18]2[cH:19][c:20]([O:26][CH3:27])[c:21]([O:24][CH3:25])[cH:22][cH:23]2)[c:12]1[C:13](=[O:14])[O:15][CH2:16][CH3:17])[N:34]1[CH2:33][CH2:32][NH:37][CH2:36][CH2:35]1. Product: O=c1oc2cc(O)ccc2c(OCCN2CCOCC2)c1-c1ccccc1. The reactants are ClCCN1CCOCC1, O=c1oc2cc(O)ccc2c(O)c1-c1ccccc1. Reaction SMILES: [O:20]1[CH2:21][CH2:22][N:23]([CH2:26][CH2:27][Cl:28])[CH2:24][CH2:25]1.[c:1]1(-[c:7]2[c:8](=[O:19])[o:9][c:10]3[cH:11][c:12]([OH:18])[cH:13][cH:14][c:15]3[c:16]2[OH:17])[cH:2][cH:3][cH:4][cH:5][cH:6]1>>[c:1]1(-[c:7]2[c:8](=[O:19])[o:9][c:10]3[cH:11][c:12]([OH:18])[cH:13][cH:14][c:15]3[c:16]2[O:17][CH2:27][CH2:26][N:23]2[CH2:22][CH2:21][O:20][CH2:25][CH2:24]2)[cH:2][cH:3][cH:4][cH:5][cH:6]1. Conditions: time 8 hour. Reactants: O (water), ClC1=NC=CC=C1[N+](=O)[O-] (2-chloro-3-nitropyridine), solution, C(C)N (ethylamine). Solvent: C1CCOC1 (THF), C1CCOC1 (THF). RXN SMILES: Cl[C:2]1[C:7]([N+:8]([O-:10])=[O:9])=[CH:6][CH:5]=[CH:4][N:3]=1.[CH2:11]([NH2:13])[CH3:12].O>C1COCC1>[CH2:11]([NH:13][C:2]1[C:7]([N+:8]([O-:10])=[O:9])=[CH:6][CH:5]=[CH:4][N:3]=1)[CH3:12]. Procedure: To a solution of 2-chloro-3-nitropyridine (51 g, 325 mmol) in THF (650 mL) was added a 2 M solution of ethylamine in THF (365 mL, 731 mmol). The reaction was stirred at room temperature overnight. The reaction mixture was poured into water (˜1.5 L) and the resulting solid was filtered and dried under reduced pressure to give the title compound (52 g). Yields the product C(C)NC1=NC=CC=C1[N+](=O)[O-] (2-(Ethylamino)-3-nitropyridine). Reactants: [H-].[Na+] (NaH), [NH4+].[Cl-] (NH4Cl), O1C(OCCC1)C1=CC=C(C=C1)S (4-[1,3]dioxan-2-yl-benzenethiol), BrCC1=CC(=C(C=C1)C1CCCCC1)C(F)(F)F (4-bromomethyl-1-cyclohexyl-2-trifluoromethyl-benzene). The solvent is CN(C)C=O (DMF), CN(C)C=O (DMF). Reaction conditions: temperature 0 celsius, time 30 minute. Yields the product C1(CCCCC1)C1=C(C=C(CSC2=CC=C(C=C2)C2OCCCO2)C=C1)C(F)(F)F (2-[4-(4-cyclohexyl-3-trifluoromethyl-benzylsulfanyl)-phenyl]-[1,3]dioxane). As a reaction SMILES: [O:1]1[CH2:6][CH2:5][CH2:4][O:3][CH:2]1[C:7]1[CH:12]=[CH:11][C:10]([SH:13])=[CH:9][CH:8]=1.[H-].[Na+].Br[CH2:17][C:18]1[CH:23]=[CH:22][C:21]([CH:24]2[CH2:29][CH2:28][CH2:27][CH2:26][CH2:25]2)=[C:20]([C:30]([F:33])([F:32])[F:31])[CH:19]=1.[NH4+].[Cl-]>CN(C=O)C>[CH:24]1([C:21]2[CH:22]=[CH:23][C:18]([CH2:17][S:13][C:10]3[CH:11]=[CH:12][C:7]([CH:2]4[O:3][CH2:4][CH2:5][CH2:6][O:1]4)=[CH:8][CH:9]=3)=[CH:19][C:20]=2[C:30]([F:31])([F:32])[F:33])[CH2:25][CH2:26][CH2:27][CH2:28][CH2:29]1 |f:1.2,4.5|. Reported procedure: Crude 4-[1,3]dioxan-2-yl-benzenethiol (0.9 mmol) is dissolved in DMF (15 mL, anhydrous). The solution is cooled to 0° C. followed by addition of NaH (76 mg, 1.8 mmol). After stirring for 30 min, the 4-bromomethyl-1-cyclohexyl-2-trifluoromethyl-benzene prepared above (0.8 mmol) dissolved in DMF (2 mL) is added dropwise via syringe. The mixture is stirred for 1 h, then poured into a mixture of ice and saturated aqueous NH4Cl. The aqueous phase is extracted with diethyl ether (3×30 mL). The combine...